This data is from the Open Reaction Database (ORD), a public repository of structured organic reaction records. The task is: describe an organic reaction: reactants, conditions, products, and yield Reaction SMILES: [CH2:15]1[O:16][CH2:17][CH2:18][CH2:19]1.[CH3:1][NH2:2].[F:3][c:4]1[c:5]([F:14])[cH:6][c:7]([F:13])[c:8]([N+:10](=[O:11])[O-:12])[cH:9]1>>[CH3:1][NH:2][c:7]1[cH:6][c:5]([F:14])[c:4]([F:3])[cH:9][c:8]1[N+:10](=[O:11])[O-:12]. Reactants: C1CCOC1, CN, O=[N+]([O-])c1cc(F)c(F)cc1F. Product: CNc1cc(F)c(F)cc1[N+](=O)[O-]. Reactants: Oc1ccc(OCc2ccccc2)c(F)c1, CN(C)C=O, [Cl-], [H-], CCI, [Na+], [Na+]. Yields the product CCOc1ccc(OCc2ccccc2)c(F)c1. Reaction SMILES: [CH2:3]([c:4]1[cH:5][cH:6][cH:7][cH:8][cH:9]1)[O:10][c:11]1[c:12]([F:18])[cH:13][c:14]([OH:17])[cH:15][cH:16]1.[CH3:24][N:25]([CH3:26])[CH:27]=[O:28].[Cl-:23].[H-:1].[I:19][CH2:20][CH3:21].[Na+:22].[Na+:2]>>[CH2:3]([c:4]1[cH:5][cH:6][cH:7][cH:8][cH:9]1)[O:10][c:11]1[c:12]([F:18])[cH:13][c:14]([O:17][CH2:20][CH3:21])[cH:15][cH:16]1. Reactants: O=C(n1ccnc1)n1ccnc1, CS(N)(=O)=O, CC(Oc1ccc(-c2nc(-c3cccc4c3ccn4CC(=O)O)no2)cc1C(F)(F)F)C(F)(F)F, CN(C)C=O, O. The product is CC(Oc1ccc(-c2nc(-c3cccc4c3ccn4CC(=O)NS(C)(=O)=O)no2)cc1C(F)(F)F)C(F)(F)F. Reaction SMILES: [C:36]([n:37]1[cH:38][cH:39][n:40][cH:41]1)([n:42]1[cH:43][cH:44][n:45][cH:46]1)=[O:47].[CH3:48][S:49](=[O:50])(=[O:51])[NH2:52].[F:1][C:2]([c:3]1[cH:4][c:5](-[c:16]2[n:17][c:18](-[c:21]3[c:22]4[cH:23][cH:24][n:25]([CH2:30][C:31](=[O:32])[OH:33])[c:26]4[cH:27][cH:28][cH:29]3)[n:19][o:20]2)[cH:6][cH:7][c:8]1[O:9][CH:10]([C:11]([F:12])([F:13])[F:14])[CH3:15])([F:34])[F:35].[O:54]=[CH:55][N:56]([CH3:57])[CH3:58].[OH2:53]>>[F:1][C:2]([c:3]1[cH:4][c:5](-[c:16]2[n:17][c:18](-[c:21]3[c:22]4[cH:23][cH:24][n:25]([CH2:30][C:31](=[O:32])[NH:52][S:49]([CH3:48])(=[O:50])=[O:51])[c:26]4[cH:27][cH:28][cH:29]3)[n:19][o:20]2)[cH:6][cH:7][c:8]1[O:9][CH:10]([C:11]([F:12])([F:13])[F:14])[CH3:15])([F:34])[F:35]. The reactants are resultant mixture, [H-].[Na+] (NaH), ice, BrC1=CC=C(C=C1)C1=NC=NN1 (5-(4-bromophenyl)-1H-1,2,4-triazole), CN(C)C=O (DMF), ClCOCC[Si](C)(C)C ((2-(chloromethoxy)ethyl)trimethylsilane). The solvent is O (H2O). Conditions: time 2 hour. Product: BrC1=CC=C(C=C1)C1=NN(C=N1)COCC[Si](C)(C)C (3-(4-bromophenyl)-1-((2-(trimethylsilyl)ethoxy)methyl)-1H-1,2,4-triazole), BrC1=CC=C(C=C1)C1=NC=NN1COCC[Si](C)(C)C (5-(4-bromophenyl)-1-((2-(trimethylsilyl)ethoxy)methyl)-1H-1,2,4-triazole). The yield is 186.0%. As a reaction SMILES: [Br:1][C:2]1[CH:7]=[CH:6][C:5]([C:8]2[NH:12][N:11]=[CH:10][N:9]=2)=[CH:4][CH:3]=1.CN(C=O)C.[H-].[Na+].Cl[CH2:21][O:22][CH2:23][CH2:24][Si:25]([CH3:28])([CH3:27])[CH3:26]>O>[Br:1][C:2]1[CH:3]=[CH:4][C:5]([C:8]2[N:9]=[CH:10][N:11]([CH2:21][O:22][CH2:23][CH2:24][Si:25]([CH3:28])([CH3:27])[CH3:26])[N:12]=2)=[CH:6][CH:7]=1.[Br:1][C:2]1[CH:3]=[CH:4][C:5]([C:8]2[N:12]([CH2:21][O:22][CH2:23][CH2:24][Si:25]([CH3:28])([CH3:27])[CH3:26])[N:11]=[CH:10][N:9]=2)=[CH:6][CH:7]=1 |f:2.3|. Procedure: To a solution of 5-(4-bromophenyl)-1H-1,2,4-triazole (5.40 g, 24.1 mmol) in DMF (48.2 mL, 24.1 mmol) at 0° C. was carefully added NaH (1.16 g, 28.9 mmol). The resultant mixture was stirred for 30 minutes prior to the addition of (2-(chloromethoxy)ethyl)trimethylsilane (6.38 mL, 36.2 mmol). The reaction mixture was stirred 0° C. for 15 minutes before removal of the ice bath and the mixture was allowed to warm to ambient temperature stirring for 2 hours. The reaction mixture was diluted with H2O (... The reactants are CCOC(=O)C(C(C)=O)C(=O)c1cc(Cc2cccc(Cl)c2F)c(OC)cc1F, CC(=O)[O-], CCO, [Na+], O. Product: CCOC(=O)CC(=O)c1cc(Cc2cccc(Cl)c2F)c(OC)cc1F. As a reaction SMILES: [CH2:1]([CH3:2])[O:3][C:4]([CH:5]([C:6](=[O:7])[CH3:8])[C:9]([c:10]1[c:11]([F:27])[cH:12][c:13]([O:25][CH3:26])[c:14]([CH2:16][c:17]2[c:18]([F:24])[c:19]([Cl:23])[cH:20][cH:21][cH:22]2)[cH:15]1)=[O:28])=[O:29].[CH3:32][C:33](=[O:34])[O-:35].[CH3:36][CH2:37][OH:38].[Na+:31].[OH2:30]>>[CH2:1]([CH3:2])[O:3][C:4]([CH2:5][C:9]([c:10]1[c:11]([F:27])[cH:12][c:13]([O:25][CH3:26])[c:14]([CH2:16][c:17]2[c:18]([F:24])[c:19]([Cl:23])[cH:20][cH:21][cH:22]2)[cH:15]1)=[O:28])=[O:29].